From a dataset of the Open Reaction Database (ORD), a public repository of structured organic reaction records. describe an organic reaction: reactants, conditions, products, and yield Reactants: BrC1=CC(=NC=C1)NC(=N)NCC1=C(C=CC=C1)OC (N-(4-bromopyridin-2-yl)-N′-(2-methoxybenzyl)guanidine), tetrakis-(triphenylphosphine)palladium(0), acetate salt, C(C)(=O)[O-] (acetate), FC1=CC=C(C=C1)OB(O)O ((4-fluorophenyl)boric acid), C([O-])([O-])=O.[Na+].[Na+] (sodium carbonate). Reaction conditions: temperature 110 celsius. Product: FC1=CC=C(C=C1)C1=CC(=NC=C1)NC(=N)NCC1=C(C=CC=C1)OC (N-[4-(4-fluorophenyl)pyridin-2-yl]-N′-(2-methoxybenzyl)guanidine). Isolated yield 27.7%. RXN SMILES: Br[C:2]1[CH:7]=[CH:6][N:5]=[C:4]([NH:8][C:9]([NH:11][CH2:12][C:13]2[CH:18]=[CH:17][CH:16]=[CH:15][C:14]=2[O:19][CH3:20])=[NH:10])[CH:3]=1.[F:21][C:22]1[CH:27]=[CH:26][C:25](OB(O)O)=[CH:24][CH:23]=1.C(=O)([O-])[O-].[Na+].[Na+].C([O-])(=O)C>>[F:21][C:22]1[CH:27]=[CH:26][C:25]([C:2]2[CH:7]=[CH:6][N:5]=[C:4]([NH:8][C:9]([NH:11][CH2:12][C:13]3[CH:18]=[CH:17][CH:16]=[CH:15][C:14]=3[O:19][CH3:20])=[NH:10])[CH:3]=2)=[CH:24][CH:23]=1 |f:2.3.4|. Procedure: The preparation was carried out analogously to Example 56, using 0.150 g (0.447 mmol) N-(4-bromopyridin-2-yl)-N′-(2-methoxybenzyl)guanidine, 0.093 g (0.671 mmol) (4-fluorophenyl)boric acid, 0.142 g (1.343 mmol) sodium carbonate, and 0.036 g (0.031 mmol) tetrakis-(triphenylphosphine)palladium(0). The mixture was likewise heated in a reaction block for 17.5 hr at 110° C. under a nitrogen atmosphere. After appropriate workup and purification via preparative HPLC, 50.9 mg (0.124 mmol, 27%) pure N-[4...